From a dataset of the Open Reaction Database (ORD), a public repository of structured organic reaction records. describe an organic reaction: reactants, conditions, products, and yield The reactants are ClC=1C=C(C=CC1)NC1=NC=2N(C(=C1)NC1CCN(CC1)C(=O)OC(C)(C)C)N=CC2C=O (tert-butyl 4-(5-(3-chlorophenylamino)-3-formylpyrazolo[1,5-a]pyrimidin-7-ylamino)piperidine-1-carboxylate), C(C)O (ethanol), N1C(=O)NC(=O)C1 (hydantoin), N1CCCCC1 (piperidine). The solvent is O (water). Conditions: temperature 80 celsius. Product: ClC=1C=C(C=CC1)NC1=NC=2N(C(=C1)NC1CCN(CC1)C(=O)OC(C)(C)C)N=CC2C=C2NC(NC2=O)=O (tert-butyl 4-(5-(3-chlorophenylamino)-3-((2,5-dioxoimidazolidin-4-ylidene)methyl)pyrazolo[1,5-a]pyrimidin-7-ylamino)piperidine-1-carboxylate). Yield: 67.0%. RXN SMILES: [Cl:1][C:2]1[CH:3]=[C:4]([NH:8][C:9]2[CH:14]=[C:13]([NH:15][CH:16]3[CH2:21][CH2:20][N:19]([C:22]([O:24][C:25]([CH3:28])([CH3:27])[CH3:26])=[O:23])[CH2:18][CH2:17]3)[N:12]3[N:29]=[CH:30][C:31]([CH:32]=O)=[C:11]3[N:10]=2)[CH:5]=[CH:6][CH:7]=1.C(O)C.[NH:37]1[CH2:43][C:41](=[O:42])[NH:40][C:38]1=[O:39].N1CCCCC1>O>[Cl:1][C:2]1[CH:3]=[C:4]([NH:8][C:9]2[CH:14]=[C:13]([NH:15][CH:16]3[CH2:17][CH2:18][N:19]([C:22]([O:24][C:25]([CH3:28])([CH3:26])[CH3:27])=[O:23])[CH2:20][CH2:21]3)[N:12]3[N:29]=[CH:30][C:31]([CH:32]=[C:43]4[C:41](=[O:42])[NH:40][C:38](=[O:39])[NH:37]4)=[C:11]3[N:10]=2)[CH:5]=[CH:6][CH:7]=1. Procedure details: To the reaction flask, tert-butyl 4-(5-(3-chlorophenylamino)-3-formylpyrazolo[1,5-a]pyrimidin-7-ylamino)piperidine-1-carboxylate (811 mg, 1.7 mmol) was added to ethanol (6.3 mL) along with hydantoin (172 mg, 1.7 mmol) and piperidine (170 μL, 1.7 mmol). The reaction was heated at 80° C. for 12 hours then cooled to room temperature and diluted with water. The solid was collected by filtration, washed with water and cold ethanol. The material was dried under vacuum overnight. The product, tert-buty... Starting materials: CC(=O)O[BH-](OC(C)=O)OC(C)=O, C1COCCN1, O=Cc1sc(NC(=O)c2ccncc2)nc1-c1ccco1, ClCCCl, [Na+], O. Product: O=C(Nc1nc(-c2ccco2)c(CN2CCOCC2)s1)c1ccncc1. Reaction SMILES: [C:28]([O:29][BH-:30]([O:31][C:32](=[O:33])[CH3:34])[O:35][C:36](=[O:37])[CH3:38])(=[O:39])[CH3:40].[CH2:22]1[CH2:23][O:24][CH2:25][CH2:26][NH:27]1.[CH:1](=[O:2])[c:3]1[c:4](-[c:17]2[o:18][cH:19][cH:20][cH:21]2)[n:5][c:6]([NH:8][C:9](=[O:10])[c:11]2[cH:12][cH:13][n:14][cH:15][cH:16]2)[s:7]1.[Cl:43][CH2:44][CH2:45][Cl:46].[Na+:41].[OH2:42]>>[CH2:1]([c:3]1[c:4](-[c:17]2[o:18][cH:19][cH:20][cH:21]2)[n:5][c:6]([NH:8][C:9](=[O:10])[c:11]2[cH:12][cH:13][n:14][cH:15][cH:16]2)[s:7]1)[N:27]1[CH2:22][CH2:23][O:24][CH2:25][CH2:26]1. Reactants: Cl (hydrochloric acid), C(C)(=O)OC1=CC=C(CC2C(N(C(S2)=O)C(C2=CC=CC=C2)(C2=CC=CC=C2)C2=CC=CC=C2)=O)C=C1 (5-(4-acetoxybenzyl)-3-triphenylmethyl-thiazolidine-2,4-dione). Reported procedure: A solution of 2.99 g of a 28% w/v methanolic solution of sodiumamethoxide in 10 ml of methanol was added dropwise, whilst ice-cooling, to a solution of 7.86 g of 5-(4-acetoxybenzyl)-3-triphenylmethyl-thiazolidine-2,4-dione [prepared as described in step (c) above] in 70 ml of toluene, and the resulting mixture was stirred at room temperature for 1 hour, after which it was allowed to stand overnight at the same temperature. The pH of the reaction mixture was then adjusted to a value of 4 by the a... Product: OC1=CC=C(CC2C(N(C(S2)=O)C(C2=CC=CC=C2)(C2=CC=CC=C2)C2=CC=CC=C2)=O)C=C1 (5-(4-Hydroxybenzyl)-3-triphenylmethylthiazolidine-2,4-dione). The solvent is C1(=CC=CC=C1)C (toluene), CO (methanol). As a reaction SMILES: C([O:4][C:5]1[CH:37]=[CH:36][C:8]([CH2:9][CH:10]2[S:14][C:13](=[O:15])[N:12]([C:16]([C:29]3[CH:34]=[CH:33][CH:32]=[CH:31][CH:30]=3)([C:23]3[CH:28]=[CH:27][CH:26]=[CH:25][CH:24]=3)[C:17]3[CH:22]=[CH:21][CH:20]=[CH:19][CH:18]=3)[C:11]2=[O:35])=[CH:7][CH:6]=1)(=O)C.Cl>CO.C1(C)C=CC=CC=1>[OH:4][C:5]1[CH:6]=[CH:7][C:8]([CH2:9][CH:10]2[S:14][C:13](=[O:15])[N:12]([C:16]([C:29]3[CH:30]=[CH:31][CH:32]=[CH:33][CH:34]=3)([C:17]3[CH:22]=[CH:21][CH:20]=[CH:19][CH:18]=3)[C:23]3[CH:28]=[CH:27][CH:26]=[CH:25][CH:24]=3)[C:11]2=[O:35])=[CH:36][CH:37]=1. Reaction conditions: time 1 hour. Isolated yield 83.2%. Yields the product CC(C)(C)OC(=O)NC(Cc1ccccc1)C(O)CCl. Starting materials: Cc1ccccc1, CC(C)(C)OC(=O)NC(Cc1ccccc1)C(=O)CCl, [Na+], O=CC(O)C(O)C(O)C(O)CO, [OH-]. As a reaction SMILES: [CH3:35][c:36]1[cH:37][cH:38][cH:39][cH:40][cH:41]1.[Cl:13][CH2:14][C:15]([CH:16]([CH2:17][c:18]1[cH:19][cH:20][cH:21][cH:22][cH:23]1)[NH:24][C:25](=[O:26])[O:27][C:28]([CH3:29])([CH3:30])[CH3:31])=[O:32].[Na+:34].[O:1]=[CH:2][CH:3]([CH:4]([CH:5]([CH:6]([CH2:7][OH:8])[OH:9])[OH:10])[OH:11])[OH:12].[OH-:33]>>[Cl:13][CH2:14][CH:15]([CH:16]([CH2:17][c:18]1[cH:19][cH:20][cH:21][cH:22][cH:23]1)[NH:24][C:25](=[O:26])[O:27][C:28]([CH3:29])([CH3:30])[CH3:31])[OH:32]. Product: CCC(O)(CC)c1ccc2cc(O)ccc2c1. Reaction SMILES: [CH2:1]([c:2]1[cH:3][cH:4][cH:5][cH:6][cH:7]1)[O:8][c:9]1[cH:10][c:11]2[cH:12][cH:13][c:14]([C:19]([CH2:20][CH3:21])([CH2:22][CH3:23])[OH:24])[cH:15][c:16]2[cH:17][cH:18]1.[CH3:27][CH2:28][OH:29].[H:25][H:26]>>[OH:8][c:9]1[cH:10][c:11]2[cH:12][cH:13][c:14]([C:19]([CH2:20][CH3:21])([CH2:22][CH3:23])[OH:24])[cH:15][c:16]2[cH:17][cH:18]1. Starting materials: CCC(O)(CC)c1ccc2cc(OCc3ccccc3)ccc2c1, CCO, [H][H]. Starting materials: COC1C(OC(C)=O)C(COC(C)=O)OC(OC(C)=O)C1OC(C)=O, O=C([O-])O, CCS, CCOC(C)=O, Cc1ccccc1, [Na+]. The product is CCSC1OC(COC(C)=O)C(OC(C)=O)C(OC)C1OC(C)=O. As a reaction SMILES: [C:1]([O:2][CH:5]1[CH:6]([O:7][C:8]([CH3:9])=[O:10])[CH:11]([O:12][CH3:13])[CH:14]([O:15][C:16]([CH3:17])=[O:18])[CH:19]([CH2:21][O:22][C:23]([CH3:24])=[O:25])[O:20]1)(=[O:3])[CH3:4].[C:29](=[O:30])([O-:31])[OH:32].[CH2:26]([CH3:27])[SH:28].[CH3:34][CH2:35][O:36][C:37](=[O:38])[CH3:39].[CH3:40][c:41]1[cH:42][cH:43][cH:44][cH:45][cH:46]1.[Na+:33]>>[CH:5]1([S:28][CH2:26][CH3:27])[CH:6]([O:7][C:8]([CH3:9])=[O:10])[CH:11]([O:12][CH3:13])[CH:14]([O:15][C:16]([CH3:17])=[O:18])[CH:19]([CH2:21][O:22][C:23]([CH3:24])=[O:25])[O:20]1. Reactants: CCN(CC)CCN1C(=O)N(c2ccccc2Cl)Cc2cnc(SCc3ccccc3)nc21, ClCCl, O=C(OO)c1cccc(Cl)c1. Reaction SMILES: [CH2:1]([c:2]1[cH:3][cH:4][cH:5][cH:6][cH:7]1)[S:8][c:9]1[n:10][cH:11][c:12]2[c:13]([n:14]1)[N:15]([CH2:27][CH2:28][N:29]([CH2:30][CH3:31])[CH2:32][CH3:33])[C:16](=[O:26])[N:17]([c:19]1[c:20]([Cl:25])[cH:21][cH:22][cH:23][cH:24]1)[CH2:18]2.[Cl:45][CH2:46][Cl:47].[OH:34][O:35][C:36]([c:37]1[cH:38][c:39]([Cl:40])[cH:41][cH:42][cH:43]1)=[O:44]>>[CH2:1]([c:2]1[cH:3][cH:4][cH:5][cH:6][cH:7]1)[S:8]([c:9]1[n:10][cH:11][c:12]2[c:13]([n:14]1)[N:15]([CH2:27][CH2:28][N:29]([CH2:30][CH3:31])[CH2:32][CH3:33])[C:16](=[O:26])[N:17]([c:19]1[c:20]([Cl:25])[cH:21][cH:22][cH:23][cH:24]1)[CH2:18]2)=[O:34]. The product is CCN(CC)CCN1C(=O)N(c2ccccc2Cl)Cc2cnc(S(=O)Cc3ccccc3)nc21. Starting materials: C(C1=CC=CC=C1)C1=CC=C(C(=O)O)C=C1 (4-benzylbenzoic acid), S(O)(O)(=O)=O (sulfuric acid), C(C)O (ethanol). Yields the product C(C1=CC=CC=C1)C1=CC=C(C(=O)OCC)C=C1 (ethyl 4-benzylbenzoate). As a reaction SMILES: [CH2:1]([C:8]1[CH:16]=[CH:15][C:11]([C:12]([OH:14])=[O:13])=[CH:10][CH:9]=1)[C:2]1[CH:7]=[CH:6][CH:5]=[CH:4][CH:3]=1.S(=O)(=O)(O)O.[CH2:22](O)[CH3:23]>>[CH2:1]([C:8]1[CH:9]=[CH:10][C:11]([C:12]([O:14][CH2:22][CH3:23])=[O:13])=[CH:15][CH:16]=1)[C:2]1[CH:3]=[CH:4][CH:5]=[CH:6][CH:7]=1. Procedure details: By using 4-benzylbenzoic acid (211.58 g), ethanol (1.8 l) and concentrated sulfuric acid (20 ml), there was prepared the title compound (232.55 g). Starting materials: COc1ccc(C(=O)N2c3ccccc3C(O)CC2C)cc1OC, CC(=O)Nc1ccc2c(c1)CCCN2. The product is COc1ccc(C(=O)N2c3ccccc3C(N3CCCc4cc(NC(C)=O)ccc43)CC2C)cc1OC. Reaction SMILES: [CH3:1][O:2][c:3]1[cH:4][c:5]([C:6](=[O:7])[N:8]2[CH:9]([CH3:19])[CH2:10][CH:11]([OH:18])[c:12]3[cH:13][cH:14][cH:15][cH:16][c:17]32)[cH:20][cH:21][c:22]1[O:23][CH3:24].[NH:25]1[CH2:26][CH2:27][CH2:28][c:29]2[cH:30][c:31]([NH:35][C:36]([CH3:37])=[O:38])[cH:32][cH:33][c:34]21>>[CH3:1][O:2][c:3]1[cH:4][c:5]([C:6](=[O:7])[N:8]2[CH:9]([CH3:19])[CH2:10][CH:11]([N:25]3[CH2:26][CH2:27][CH2:28][c:29]4[cH:30][c:31]([NH:35][C:36]([CH3:37])=[O:38])[cH:32][cH:33][c:34]43)[c:12]3[cH:13][cH:14][cH:15][cH:16][c:17]32)[cH:20][cH:21][c:22]1[O:23][CH3:24]. Starting materials: FC=1C=C(C=CC1OC(F)(F)F)C=1N=C(C=2C=CC=NC2C1)O (7-(3-Fluoro-4-trifluoromethoxy-phenyl)-[1.6]naphthyridine-5-ol), P(=O)(Cl)(Cl)Cl (phosphorus oxychloride). Run in C(C)N(C1=CC=CC=C1)CC (N,N-diethylaniline). Product: ClC1=C2C=CC=NC2=CC(=N1)C1=CC=C(C=C1)OC(F)(F)F (5-chloro-7-(4-(trifluoromethoxy)phenyl)-1,6-naphthyridine). Reaction SMILES: F[C:2]1[CH:3]=[C:4]([C:13]2[N:14]=[C:15](O)[C:16]3[CH:17]=[CH:18][CH:19]=[N:20][C:21]=3[CH:22]=2)[CH:5]=[CH:6][C:7]=1[O:8][C:9]([F:12])([F:11])[F:10].P(Cl)(Cl)([Cl:26])=O>C(N(CC)C1C=CC=CC=1)C>[Cl:26][C:15]1[N:14]=[C:13]([C:4]2[CH:5]=[CH:6][C:7]([O:8][C:9]([F:12])([F:11])[F:10])=[CH:2][CH:3]=2)[CH:22]=[C:21]2[C:16]=1[CH:17]=[CH:18][CH:19]=[N:20]2. Reported procedure: 200 mg 7-(3-fluoro-4-trifluormethoxy-phenyl)[1,6]-naphthyridine-5-ol (5.1) and 10 μL N,N-diethylaniline were stirred into 4 mL phosphorus oxychloride overnight at 120° C. The reaction mixture was evaporated down, followed by co-evaporation with toluene (×3) and the residue purified via silica gel chromatography (ethyl acetate dichloromethane/methanol 4:1).